This data is from the Open Reaction Database (ORD), a public repository of structured organic reaction records. The task is: describe an organic reaction: reactants, conditions, products, and yield Yields the product NC1=CC(=C(OC=2C=CC(=C(C2)C(=O)C2=CC=C(C=C2)F)O)C(=C1)C)C ([5-(4-amino-2,6-dimethylphenoxy)-2-hydroxyphenyl](4-fluorophenyl)methanone). Reaction SMILES: [F:1][C:2]1[CH:7]=[CH:6][C:5]([C:8]([C:10]2[CH:15]=[C:14]([O:16][C:17]3[C:22]([CH3:23])=[CH:21][C:20]([N+:24]([O-])=O)=[CH:19][C:18]=3[CH3:27])[CH:13]=[CH:12][C:11]=2[OH:28])=[O:9])=[CH:4][CH:3]=1>C(OCC)(=O)C.[Pt]>[NH2:24][C:20]1[CH:21]=[C:22]([CH3:23])[C:17]([O:16][C:14]2[CH:13]=[CH:12][C:11]([OH:28])=[C:10]([C:8]([C:5]3[CH:6]=[CH:7][C:2]([F:1])=[CH:3][CH:4]=3)=[O:9])[CH:15]=2)=[C:18]([CH3:27])[CH:19]=1. Procedure details: (4-Fluorophenyl)[2-hydroxy-5-(2,6-dimethyl-4-nitrophenoxy)phenyl]methanone (62.8 g, 0.16 mol) is dissolved in ethyl acetate (4 L) and hydrogenated at atmospheric pressure over 5% platinum on carbon (13.2 g). When the theoretical amount of hydrogen is consumed, the hydrogenation is stopped, the catalyst is filtered off, and the ethyl acetate solution is concentrated to dryness at 50°/3 mm Hg. The residue is triturated hot with isopropanol (1 L) and collected to yield [5-(4-amino-2,6-dimethylpheno... Starting materials: FC1=CC=C(C=C1)C(=O)C1=C(C=CC(=C1)OC1=C(C=C(C=C1C)[N+](=O)[O-])C)O ((4-Fluorophenyl)[2-hydroxy-5-(2,6-dimethyl-4-nitrophenoxy)phenyl]methanone). The reagents and catalysts are [Pt] (platinum on carbon). The solvent is C(C)(=O)OCC (ethyl acetate).